Dataset: the Open Reaction Database (ORD), a public repository of structured organic reaction records. Task: describe an organic reaction: reactants, conditions, products, and yield Reaction SMILES: [CH2:27]1[O:28][CH2:29][CH2:30][CH2:31]1.[CH3:23][N:24]=[C:25]=[S:26].[N:1]1([CH2:7][c:8]2[cH:9][c:10]([O:11][CH2:12][CH2:13][CH2:14][NH:15][C:16](=[S:17])[NH:18][NH2:19])[cH:20][cH:21][cH:22]2)[CH2:2][CH2:3][CH2:4][CH2:5][CH2:6]1>>[N:1]1([CH2:7][c:8]2[cH:9][c:10]([O:11][CH2:12][CH2:13][CH2:14][NH:15][C:16](=[S:17])[NH:18][NH:19][C:25]([NH:24][CH3:23])=[S:26])[cH:20][cH:21][cH:22]2)[CH2:2][CH2:3][CH2:4][CH2:5][CH2:6]1. Reactants: C1CCOC1, CN=C=S, NNC(=S)NCCCOc1cccc(CN2CCCCC2)c1. Product: CNC(=S)NNC(=S)NCCCOc1cccc(CN2CCCCC2)c1. As a reaction SMILES: [CH3:1][O:2][C:3]([CH2:4][O:5][c:6]1[c:7]([CH3:24])[cH:8][c:9]([O:12][CH2:13][C:14]#[C:15][c:16]2[cH:17][c:18]([Br:23])[cH:19][c:20]([Br:22])[cH:21]2)[cH:10][cH:11]1)=[O:25].[CH3:26][CH2:27][OH:28].[Na+:30].[OH-:29]>>[O:2]=[C:3]([CH2:4][O:5][c:6]1[c:7]([CH3:24])[cH:8][c:9]([O:12][CH2:13][C:14]#[C:15][c:16]2[cH:17][c:18]([Br:23])[cH:19][c:20]([Br:22])[cH:21]2)[cH:10][cH:11]1)[OH:25]. Starting materials: COC(=O)COc1ccc(OCC#Cc2cc(Br)cc(Br)c2)cc1C, CCO, [Na+], [OH-]. Yields the product Cc1cc(OCC#Cc2cc(Br)cc(Br)c2)ccc1OCC(=O)O. Starting materials: CC(C)(C)O, C1CCNC1, CCC1(O)C(=O)OCc2c1cc1n(c2=O)Cc2c-1nc1ccccc1c2CC[Si](C)(C)CI, [K+], [K+], O=C([O-])[O-], O. The product is CCC1(O)C(=O)OCc2c1cc1n(c2=O)Cc2c-1nc1ccccc1c2CC[Si](C)(C)CN1CCCC1. Reaction SMILES: [C:40]([OH:41])([CH3:42])([CH3:43])[CH3:44].[CH2:45]1[CH2:46][CH2:47][NH:48][CH2:49]1.[I:1][CH2:2][Si:3]([CH2:4][CH2:5][c:6]1[c:7]2[c:8]([n:9][c:10]3[c:18]1[CH2:17][n:16]1[c:11]-3[cH:12][c:13]3[c:14]([c:15]1=[O:19])[CH2:20][O:21][C:22](=[O:27])[C:23]3([OH:24])[CH2:25][CH3:26])[cH:28][cH:29][cH:30][cH:31]2)([CH3:32])[CH3:33].[K+:34].[K+:35].[O-:36][C:37]([O-:38])=[O:39].[OH2:50]>>[CH2:2]([Si:3]([CH2:4][CH2:5][c:6]1[c:7]2[c:8]([n:9][c:10]3[c:18]1[CH2:17][n:16]1[c:11]-3[cH:12][c:13]3[c:14]([c:15]1=[O:19])[CH2:20][O:21][C:22](=[O:27])[C:23]3([OH:24])[CH2:25][CH3:26])[cH:28][cH:29][cH:30][cH:31]2)([CH3:32])[CH3:33])[N:48]1[CH2:47][CH2:46][CH2:45][CH2:49]1.